From a dataset of the Open Reaction Database (ORD), a public repository of structured organic reaction records. describe an organic reaction: reactants, conditions, products, and yield The reactants are Cl.CNC1CC2=CC=C(C=C2C1)[N+](=O)[O-] (2-Methylamino-5-nitroindane hydrochloride), [N+](=O)([O-])C1=CC=C(CCBr)C=C1 (4-nitrophenethyl bromide), C([O-])([O-])=O.[K+].[K+] (potassium carbonate). Solvent: C(C)#N (acetonitrile). Yields the product CN(CCC1=CC=C(C=C1)[N+](=O)[O-])C1CC2=CC=C(C=C2C1)[N+](=O)[O-] (2-[N-Methyl-N-(4-nitrophenethyl)amino]-5-nitroindane). RXN SMILES: Cl.[CH3:2][NH:3][CH:4]1[CH2:12][C:11]2[C:6](=[CH:7][CH:8]=[C:9]([N+:13]([O-:15])=[O:14])[CH:10]=2)[CH2:5]1.[N+:16]([C:19]1[CH:27]=[CH:26][C:22]([CH2:23][CH2:24]Br)=[CH:21][CH:20]=1)([O-:18])=[O:17].C(=O)([O-])[O-].[K+].[K+]>C(#N)C>[CH3:2][N:3]([CH:4]1[CH2:12][C:11]2[C:6](=[CH:7][CH:8]=[C:9]([N+:13]([O-:15])=[O:14])[CH:10]=2)[CH2:5]1)[CH2:24][CH2:23][C:22]1[CH:21]=[CH:20][C:19]([N+:16]([O-:18])=[O:17])=[CH:27][CH:26]=1 |f:0.1,3.4.5|. Procedure: 2-Methylamino-5-nitroindane hydrochloride (0.45 g), 4-nitrophenethyl bromide (0.46 g) and potassium carbonate (2 g) were heated under reflux in acetonitrile (30 ml) for 3 days. The reaction mixture was then filtered, the filtrate evaporated in vacuo, and the residue purified by column chromatography on silica eluting with methylene chloride containing methanol (0% up to 1%). The product-containing fractions were combined and evaporated in vacuo to give a gum which was crystallised from ethanol a... Reactants: COC(CC1=CSC2=C1C(=CC(=C2)OCC2=CC(=NN2C)C(F)(F)F)Cl)=O (methyl(4-chloro-6-((1-methyl-3-(trifluoromethyl)-1H-pyrazol-5-yl)methoxy)-1-benzothiophen-3-yl)acetate), [OH-].[Na+] (NaOH), C1CCOC1 (THF), Cl (HCl). Solvent: CO (MeOH), O (water). Conditions: time 4 hour. Product: ClC1=CC(=CC2=C1C(=CS2)CC(=O)O)OCC2=CC(=NN2C)C(F)(F)F ((4-Chloro-6-((1-methyl-3-(trifluoromethyl)-1H-pyrazol-5-yl)methoxy)-1-benzothiophen-3-yl)acetic acid). Isolated yield 95.3%. Reaction SMILES: C[O:2][C:3](=[O:27])[CH2:4][C:5]1[C:9]2[C:10]([Cl:26])=[CH:11][C:12]([O:14][CH2:15][C:16]3[N:20]([CH3:21])[N:19]=[C:18]([C:22]([F:25])([F:24])[F:23])[CH:17]=3)=[CH:13][C:8]=2[S:7][CH:6]=1.[OH-].[Na+].C1COCC1.Cl>O.CO>[Cl:26][C:10]1[C:9]2[C:5]([CH2:4][C:3]([OH:27])=[O:2])=[CH:6][S:7][C:8]=2[CH:13]=[C:12]([O:14][CH2:15][C:16]2[N:20]([CH3:21])[N:19]=[C:18]([C:22]([F:24])([F:23])[F:25])[CH:17]=2)[CH:11]=1 |f:1.2|. Procedure: A mixture of methyl(4-chloro-6-((1-methyl-3-(trifluoromethyl)-1H-pyrazol-5-yl)methoxy)-1-benzothiophen-3-yl)acetate (1.9 g), 1N NaOH (10 mL), THF (10 mL) and MeOH (10 mL) was stirred at room temperature for 4 h. To the mixture were added 1N HCl (10 mL) and water, and the mixture was extracted with EtOAc. The organic layer was separated, washed with brine, dried over MgSO4 and concentrated in vacuo. The residual solid was washed with hexane to give the crystals (1.75 g). The crystals were recryst...